From a dataset of the Open Reaction Database (ORD), a public repository of structured organic reaction records. describe an organic reaction: reactants, conditions, products, and yield Reaction SMILES: [C:1](#[N:2])[c:3]1[cH:4][cH:5][c:6]([CH2:7][N:8]2[CH2:9][CH:10]([C:12](=[O:13])[OH:14])[CH2:11]2)[cH:15][cH:16]1.[CH2:22]([Cl:23])[CH2:24][Cl:25].[CH3:17][C:18]([CH3:19])([CH3:20])[OH:21].[CH3:26][N:27]([c:28]1[cH:29][cH:30][n:31][cH:32][cH:33]1)[CH3:34].[Cl:35][CH:36]([Cl:37])[CH3:38]>>[C:1](#[N:2])[c:3]1[cH:4][cH:5][c:6]([CH2:7][N:8]2[CH2:9][CH:10]([C:12](=[O:13])[O:14][C:18]([CH3:17])([CH3:19])[CH3:20])[CH2:11]2)[cH:15][cH:16]1. The reactants are N#Cc1ccc(CN2CC(C(=O)O)C2)cc1, ClCCCl, CC(C)(C)O, CN(C)c1ccncc1, CC(Cl)Cl. Yields the product CC(C)(C)OC(=O)C1CN(Cc2ccc(C#N)cc2)C1. Starting materials: ClC1=NC=2N(C=C1)N=CC2C=O (5-chloropyrazolo[1,5-a]pyrimidine-3-carbaldehyde), O1CCN(CC1)CC=1C=C(N)C=CC1 (3-(morpholinomethyl)aniline), O (Water). The solvent is CN(C)C=O (DMF). Conditions: temperature 140 celsius. Yields the product O1CCN(CC1)CC=1C=C(C=CC1)NC1=NC=2N(C=C1)N=CC2C=O (5-(3-(morpholinomethyl)phenylamino)pyrazolo[1,5-a]pyrimidine-3-carbaldehyde). As a reaction SMILES: Cl[C:2]1[CH:7]=[CH:6][N:5]2[N:8]=[CH:9][C:10]([CH:11]=[O:12])=[C:4]2[N:3]=1.[O:13]1[CH2:18][CH2:17][N:16]([CH2:19][C:20]2[CH:21]=[C:22]([CH:24]=[CH:25][CH:26]=2)[NH2:23])[CH2:15][CH2:14]1.O>CN(C=O)C>[O:13]1[CH2:14][CH2:15][N:16]([CH2:19][C:20]2[CH:21]=[C:22]([NH:23][C:2]3[CH:7]=[CH:6][N:5]4[N:8]=[CH:9][C:10]([CH:11]=[O:12])=[C:4]4[N:3]=3)[CH:24]=[CH:25][CH:26]=2)[CH2:17][CH2:18]1. Procedure details: To 5-chloropyrazolo[1,5-a]pyrimidine-3-carbaldehyde (30 mg, 0.166 mmol) in DMF was added 3-(morpholinomethyl)aniline (233 mg, 1.213 mmol). The mixture was heated in microwave for 40 minutes at 140° C. Water was added and the solid formed was isolated by filtration to yield 5-(3-(morpholinomethyl)phenylamino)pyrazolo[1,5-a]pyrimidine-3-carbaldehyde. LCMS (M+1=338) Reactants: C1OC=2C=C(C(=CC2O1)[N+](=O)[O-])C1=C(C2=CC(=C(C=C2C=C1)OC)OC)C=O (2-(3,4-methylenedioxy-6-nitrophenyl)-6,7-dimethoxy-1-naphthaldehyde). The reagents and catalysts are [Zn] (zinc). Run in C(C)(=O)O (acetic acid). The product is COC1=CC2=C(C=3C=NC=4C=C5C(=CC4C3C=C2)OCO5)C=C1OC (2,3-Dimethoxy-8,9-methylenedioxybenzo[i]phenanthridine). Yield: 80.0%. RXN SMILES: [CH2:1]1[O:9][C:8]2[CH:7]=[C:6]([N+:10]([O-])=O)[C:5]([C:13]3[CH:22]=[CH:21][C:20]4[C:15](=[CH:16][C:17]([O:25][CH3:26])=[C:18]([O:23][CH3:24])[CH:19]=4)[C:14]=3[CH:27]=O)=[CH:4][C:3]=2[O:2]1>C(O)(=O)C.[Zn]>[CH3:24][O:23][C:18]1[C:17]([O:25][CH3:26])=[CH:16][C:15]2[C:14]3[CH:27]=[N:10][C:6]4[CH:7]=[C:8]5[O:9][CH2:1][O:2][C:3]5=[CH:4][C:5]=4[C:13]=3[CH:22]=[CH:21][C:20]=2[CH:19]=1. Procedure: A mixture of 2-(3,4-methylenedioxy-6-nitrophenyl)-6,7-dimethoxy-1-naphthaldehyde (46 mg, 0.12 mmol) in acetic acid (3 mL) and zinc dust (100 mg, 1.5 mmol) was heated to reflux for 3 hours. Acetic acid was evaporated in vacuo and the residue extacted with chloroform. The chloroform solution was filtered through a celite bed. The filtrate was washed successively with saturated sodium bicarbonate solution and brine and evaporated to dryness. The residue obtained was chromatographed on 75 g silica u... Starting materials: C(=S)(C=1NC=CN1)C=1NC=CN1 (Thiocarbonyl diimidazole), NC1=NC=CN=C1 (aminopyrazine), N(N)C(C(=O)NC1=CC=C(C=C1)[C@@H]1CC[C@H](CC1)CC(=O)OC)=O (methyl [trans-4-(4-{[hydrazino(oxo)acetyl]amino}phenyl)cyclohexyl]acetate), N(N)C(C(=O)NC1=CC=C(C=C1)[C@@H]1CC[C@H](CC1)CC(=O)OC)=O (methyl [trans-4-(4-{[hydrazino(oxo)acetyl]amino}phenyl)cyclohexyl]acetate), CCN=C=NCCCN(C)C (EDCI). Solvent: CC(=O)N(C)C (DMA), O (water). Run at time 6 hour. Product: N1=C(C=NC=C1)NC1=NN=C(O1)C(=O)NC1=CC=C(C=C1)[C@@H]1CC[C@H](CC1)CC(=O)OC (Methyl {trans-4-[4-({[5-(pyrazin-2-ylamino)-1,3,4-oxadiazol-2-yl]carbonyl}amino)-phenyl]cyclohexyl}acetate), solid. Yield: 8.0%. As a reaction SMILES: [C:1](C1NC=CN=1)(C1NC=CN=1)=S.[NH2:13][C:14]1[CH:19]=[N:18][CH:17]=[CH:16][N:15]=1.[NH:20]([C:22](=[O:43])[C:23]([NH:25][C:26]1[CH:31]=[CH:30][C:29]([C@H:32]2[CH2:37][CH2:36][C@H:35]([CH2:38][C:39]([O:41][CH3:42])=[O:40])[CH2:34][CH2:33]2)=[CH:28][CH:27]=1)=[O:24])[NH2:21].CCN=C=NCCCN(C)C>CC(N(C)C)=O.O>[N:15]1[CH:16]=[CH:17][N:18]=[CH:19][C:14]=1[NH:13][C:1]1[O:43][C:22]([C:23]([NH:25][C:26]2[CH:27]=[CH:28][C:29]([C@H:32]3[CH2:33][CH2:34][C@H:35]([CH2:38][C:39]([O:41][CH3:42])=[O:40])[CH2:36][CH2:37]3)=[CH:30][CH:31]=2)=[O:24])=[N:20][N:21]=1. Procedure details: Thiocarbonyl diimidazole (179 mg, 1.00 mmol) was added in one portion to a solution of aminopyrazine (96 mg, 1.00 mmol) in DMA (5 mL) and the solution was stirred at room temperature for 6 h. Methyl [trans-4-(4-{[hydrazino(oxo)acetyl]amino}phenyl)cyclohexyl]-acetate (Intermediate 43, 267 mg, 0.80 mmol) was added in one portion and the reaction mixture was stirred at room temperature for 20 h and then heated at 80° C. for 10 minutes in the microwave. The solution was cooled to room temperature an...